From a dataset of the Open Reaction Database (ORD), a public repository of structured organic reaction records. describe an organic reaction: reactants, conditions, products, and yield Starting materials: CN(C)C=O, CCN(C(C)C)C(C)C, O=S(=O)(Cl)CCCCl, [H-], CC(C)S(=O)(=O)NC1Cc2ccc(-c3cccc(N)c3)cc2C1, [Na+]. The product is CC(C)S(=O)(=O)NC1Cc2ccc(-c3cccc(N4CCCS4(=O)=O)c3)cc2C1. As a reaction SMILES: [CH3:43][N:44]([CH3:45])[CH:46]=[O:47].[CH:24]([N:25]([CH:26]([CH3:27])[CH3:28])[CH2:29][CH3:30])([CH3:31])[CH3:32].[Cl:33][CH2:34][CH2:35][CH2:36][S:37](=[O:38])(=[O:39])[Cl:40].[H-:41].[NH2:1][c:2]1[cH:3][c:4](-[c:8]2[cH:9][c:10]3[c:14]([cH:15][cH:16]2)[CH2:13][CH:12]([NH:17][S:18](=[O:19])(=[O:20])[CH:21]([CH3:22])[CH3:23])[CH2:11]3)[cH:5][cH:6][cH:7]1.[Na+:42]>>[N:1]1([c:2]2[cH:3][c:4](-[c:8]3[cH:9][c:10]4[c:14]([cH:15][cH:16]3)[CH2:13][CH:12]([NH:17][S:18](=[O:19])(=[O:20])[CH:21]([CH3:22])[CH3:23])[CH2:11]4)[cH:5][cH:6][cH:7]2)[CH2:34][CH2:35][CH2:36][S:37]1(=[O:38])=[O:39]. The reactants are C1(=CC=CC=C1)[C@H](CN)CC ((R)-(−)-2-phenylbutyl amine), 4, COC1=C(C(=O)Cl)C=CC=C1 (methoxybenzoyl chloride). Yields the product COC1=C(C=CC=C1)C(CC[C@H](C1=CC=CC=C1)CN)=O (1-(2-methoxyphenyl)-1-oxo-2-aza-4-(R)-ethyl-4-phenylbutane). As a reaction SMILES: [C:1]1([C@@H:7]([CH2:10][CH3:11])[CH2:8][NH2:9])[CH:6]=[CH:5][CH:4]=[CH:3][CH:2]=1.[CH3:12][O:13][C:14]1[CH:22]=[CH:21][CH:20]=[CH:19][C:15]=1[C:16](Cl)=[O:17]>>[CH3:12][O:13][C:14]1[CH:22]=[CH:21][CH:20]=[CH:19][C:15]=1[C:16](=[O:17])[CH2:11][CH2:10][C@@H:7]([CH2:8][NH2:9])[C:1]1[CH:6]=[CH:5][CH:4]=[CH:3][CH:2]=1. Procedure details: The title compound was prepared from 0.2 gm of (R)-(−)-2-phenylbutyl amine and 2-mL of 4 methoxybenzoyl chloride according to procedures described in Example 2.